This data is from the Open Reaction Database (ORD), a public repository of structured organic reaction records. The task is: describe an organic reaction: reactants, conditions, products, and yield The reactants are O (Water), C(C1=CC=CC=C1)OC(=O)N[C@H](C(CC(=O)OCC)O)CC (ethyl(4S)-4-{[(benzyloxy)carbonyl]amino}-3-hydroxyhexanoate), N1=C(C=CC=C1C)C (2,6-lutidine), FC(S(=O)(=O)O)(F)F.C(C)(C)(C)[SiH](C)C (tert-butyldimethylsilane trifluoromethanesulfonate). Solvent: O1CCCC1 (tetrahydrofuran). Reaction conditions: time 1 hour. Yields the product C(C1=CC=CC=C1)OC(=O)N[C@H](C(CC(=O)OCC)O[Si](C)(C)C(C)(C)C)CC (ethyl(4S)-4-{[(benzyloxy)carbonyl]amino}-3-(tert-butyldimethylsilyloxy)hexanoate). Isolated yield 74.0%. RXN SMILES: [CH2:1]([O:8][C:9]([NH:11][C@@H:12]([CH2:21][CH3:22])[CH:13]([OH:20])[CH2:14][C:15]([O:17][CH2:18][CH3:19])=[O:16])=[O:10])[C:2]1[CH:7]=[CH:6][CH:5]=[CH:4][CH:3]=1.N1C(C)=CC=CC=1C.FC(F)(F)S(O)(=O)=O.[C:39]([SiH:43]([CH3:45])[CH3:44])([CH3:42])([CH3:41])[CH3:40].O>O1CCCC1>[CH2:1]([O:8][C:9]([NH:11][C@@H:12]([CH2:21][CH3:22])[CH:13]([O:20][Si:43]([C:39]([CH3:42])([CH3:41])[CH3:40])([CH3:45])[CH3:44])[CH2:14][C:15]([O:17][CH2:18][CH3:19])=[O:16])=[O:10])[C:2]1[CH:3]=[CH:4][CH:5]=[CH:6][CH:7]=1 |f:2.3|. Reported procedure: To a solution of ethyl(4S)-4-{[(benzyloxy)carbonyl]amino}-3-hydroxyhexanoate (63.2 g) and 2,6-lutidine (47.6 mL) in tetrahydrofuran (800 mL) was added tert-butyldimethylsilane trifluoromethanesulfonate (70 mL) under ice-cooling and, after warming to room temperature, and the mixture was stirred for 1 hr. Water was added to the reaction mixture, and the mixture was extracted with ethyl acetate. The extract was dried over anhydrous magnesium sulfate and concentrated under reduced pressure. The res... Conditions: time 6 hour. Yield: 18.9%. The reagents and catalysts are S(=O)(=O)(O)[O-].C(CCC)[N+](CCCC)(CCCC)CCCC (Tetrabutylammonium hydrogen sulfate). Yields the product ClC1=NC(=CC(=N1)C(=C)OCC)COC (2-Chloro-4-(1-ethoxyvinyl)-6-(methoxymethyl)pyrimidine). Procedure: Methanol (1.06 g, 33.1 mmol) and sodium hydroxide (5 M (aq), 2.0 mL, 9.94 mmol) were added to a solution of (2-chloro-6-(1-ethoxyvinyl)pyrimidin-4-yl)methyl methanesulfonate (1.94 g, 6.63 mmol) in benzene (25 mL). Tetrabutylammonium hydrogen sulfate (0.225 g, 0.66 mmol) was added. The mixture was stirred vigorously at rt for 6 h. The phases were separated and the organic phase was filtered through a short silica plug which was washed with 10% MeOH in EtOAc (75 mL) and the solvent was evaporated.... Run in C1=CC=CC=C1 (benzene). RXN SMILES: [CH3:1]O.[OH-].[Na+].CS([O:9][CH2:10][C:11]1[CH:16]=[C:15]([C:17]([O:19][CH2:20][CH3:21])=[CH2:18])[N:14]=[C:13]([Cl:22])[N:12]=1)(=O)=O>C1C=CC=CC=1.S([O-])(O)(=O)=O.C([N+](CCCC)(CCCC)CCCC)CCC>[Cl:22][C:13]1[N:14]=[C:15]([C:17]([O:19][CH2:20][CH3:21])=[CH2:18])[CH:16]=[C:11]([CH2:10][O:9][CH3:1])[N:12]=1 |f:1.2,5.6|. Reactants: CO (Methanol), [OH-].[Na+] (sodium hydroxide), CS(=O)(=O)OCC1=NC(=NC(=C1)C(=C)OCC)Cl ((2-chloro-6-(1-ethoxyvinyl)pyrimidin-4-yl)methyl methanesulfonate). Run in O (water). The product is C1(=CC=CC=2CCCCC12)OCCOC1OCCCC1 (2-(5,6,7,8-tetrahydro-1-naphthoxy)-1-tetrahydropyranyloxyethane). Reaction conditions: time 8 hour. The reactants are C1(=CC=CC=2CCCCC12)O (5,6,7,8-tetrahydro-1-naphthol), 6.27, BrCCOC1OCCCC1 (2-bromo-1-tetrahydropyranyloxyethane), C(Cl)Cl (methylene chloride), [OH-].[Na+] (sodium hydroxide). The reagents and catalysts are S(=O)(=O)(O)[O-].C(CCC)[N+](CCCC)(CCCC)CCCC (tetra-n-butylammonium hydrogen sulfate). Reported procedure: A mixture of 1.48 g (10 mmol) of 5,6,7,8-tetrahydro-1-naphthol, 0.34 g (1.0 mmol) of tetra-n-butylammonium hydrogen sulfate, 6.27 (30 mmol) of the title product of Example 57, 20 ml of methylene chloride, 9 ml of water, and 11 ml of 1N sodium hydroxide was stirred vigorously overnight at reflux. The organic layer was separated, and the solvent removed under reduced pressure. The residue was triturated with diethyl ether and filtered to remove the insolubles. The ether solution was sequentially w... Reaction SMILES: [C:1]1([OH:11])[C:10]2[CH2:9][CH2:8][CH2:7][CH2:6][C:5]=2[CH:4]=[CH:3][CH:2]=1.Br[CH2:13][CH2:14][O:15][CH:16]1[CH2:21][CH2:20][CH2:19][CH2:18][O:17]1.C(Cl)Cl.[OH-].[Na+]>S([O-])(O)(=O)=O.C([N+](CCCC)(CCCC)CCCC)CCC.O>[C:1]1([O:11][CH2:13][CH2:14][O:15][CH:16]2[CH2:21][CH2:20][CH2:19][CH2:18][O:17]2)[C:10]2[CH2:9][CH2:8][CH2:7][CH2:6][C:5]=2[CH:4]=[CH:3][CH:2]=1 |f:3.4,5.6|.